Dataset: the Open Reaction Database (ORD), a public repository of structured organic reaction records. Task: describe an organic reaction: reactants, conditions, products, and yield Run in C1CCOC1 (THF). Conditions: time 3 hour. Reaction SMILES: [C:1]1([CH2:7][NH:8][CH2:9][C@@H:10]2[CH2:15][O:14][CH2:13][CH2:12][N:11]2[CH2:16][C:17]2[CH:22]=[CH:21][CH:20]=[CH:19][CH:18]=2)[CH:6]=[CH:5][CH:4]=[CH:3][CH:2]=1.C(N(CC)C(C)C)(C)C.Cl[C:33](=[O:38])[C:34]([O:36][CH3:37])=[O:35]>C1COCC1>[O:38]=[C:33]([N:8]([CH2:7][C:1]1[CH:2]=[CH:3][CH:4]=[CH:5][CH:6]=1)[CH2:9][C@@H:10]1[CH2:15][O:14][CH2:13][CH2:12][N:11]1[CH2:16][C:17]1[CH:22]=[CH:21][CH:20]=[CH:19][CH:18]=1)[C:34]([O:36][CH3:37])=[O:35]. Yield: 107.5%. The product is O=C(C(=O)OC)N(C[C@H]1N(CCOC1)CC1=CC=CC=C1)CC1=CC=CC=C1 (methyl oxo((phenylmethyl){[(3R)-4-(phenylmethyl)-3-morpholinyl]methyl}amino)acetate). The reactants are C1(=CC=CC=C1)CNC[C@H]1N(CCOC1)CC1=CC=CC=C1 (1-phenyl-N-{[(3R)-4-(phenylmethyl)-3-morpholinyl]methyl}methanamine), C(C)(C)N(C(C)C)CC (N,N-diisopropylethylamine), ClC(C(=O)OC)=O (methyl chloro(oxo)acetate). Reported procedure: To a solution of 1-phenyl-N-{[(3R)-4-(phenylmethyl)-3-morpholinyl]methyl}methanamine (3.3777 g, 11.40 mmol) in THF (114 mL) was added N,N-diisopropylethylamine (3 mL, 17.22 mmol). To the solution was added methyl chloro(oxo)acetate (1.15 mL, 12.50 mmol) dropwise via syringe, and the mixture was stirred for 3 h. The solvent was removed in vacuo, and the residue was dissolved in EtOAc (200 mL) and washed with sat. aq. NaHCO3 followed by water. The organic phase was dried over anhydrous Na2SO4, fil... The reactants are CC(=O)OC(C)=O, ClC(Cl)Cl, O, c1ccncc1, c1cc2c(s1)CNCCC2. The product is CC(=O)N1CCCc2ccsc2C1. RXN SMILES: [CH3:17][C:18](=[O:19])[O:20][C:21](=[O:22])[CH3:23].[CH:25]([Cl:26])([Cl:27])[Cl:28].[OH2:24].[cH:11]1[cH:12][cH:13][n:14][cH:15][cH:16]1.[s:1]1[cH:2][cH:3][c:4]2[c:5]1[CH2:6][NH:7][CH2:8][CH2:9][CH2:10]2>>[s:1]1[cH:2][cH:3][c:4]2[c:5]1[CH2:6][N:7]([C:18]([CH3:17])=[O:19])[CH2:8][CH2:9][CH2:10]2. The reactants are BrC=1C=C2C(NC(=NC2=CC1)C(=C)C)=O (6-bromo-2-isopropenyl-3H-quinazolin-4-one), [Si](C)(C)(C)C=[N+]=[N-] (TMSCHN2). Product: BrC=1C=C2C(NC(=NC2=CC1)C1(NN=CC1)C)=O (6-Bromo-2-(3-methyl-3,4-dihydro-2H-pyrazol-3-vi)-3H-quinazolin-4-one). As a reaction SMILES: [Br:1][C:2]1[CH:3]=[C:4]2[C:9](=[CH:10][CH:11]=1)[N:8]=[C:7]([C:12]([CH3:14])=[CH2:13])[NH:6][C:5]2=[O:15].[Si]([CH:20]=[N+:21]=[N-:22])(C)(C)C>>[Br:1][C:2]1[CH:3]=[C:4]2[C:9](=[CH:10][CH:11]=1)[N:8]=[C:7]([C:12]1([CH3:14])[CH2:13][CH:20]=[N:21][NH:22]1)[NH:6][C:5]2=[O:15]. Procedure: Following the procedure described in the Example 7, using 6-bromo-2-isopropenyl-3H-quinazolin-4-one and TMSCHN2 as starting materials to yield the title compound as a white solid. The reactants are CO, CI, CN1C(=N)N(C)C(=Cc2c[nH]c3ccccc23)C1=O. Yields the product CN=C1N(C)C(=O)C(=Cc2c[nH]c3ccccc23)N1C. As a reaction SMILES: [CH3:22][OH:23].[I:18][CH3:21].[nH:1]1[cH:2][c:3]([CH:10]=[C:11]2[C:12](=[O:20])[N:13]([CH3:19])[C:14](=[NH:17])[N:15]2[CH3:16])[c:4]2[cH:5][cH:6][cH:7][cH:8][c:9]12>>[nH:1]1[cH:2][c:3]([CH:10]=[C:11]2[C:12](=[O:20])[N:13]([CH3:19])[C:14](=[N:17][CH3:21])[N:15]2[CH3:16])[c:4]2[cH:5][cH:6][cH:7][cH:8][c:9]12. The reactants are FC1=C(C=CC=C1F)C(C)N (1-(2,3-difluorophenyl)ethylamine), C(C)(C)N(CC)C(C)C (IPEA), C=1C=CC2=C(C1)N=NN2O (HOBT), FC(C(=O)O)(F)F.ClCCCC(C(=O)O)=CC1=CC(=C(C=C1)N1C=NC(=C1)C)OC (5-chloro-2-(3-methoxy-4-(4-methyl-1H-imidazol-1-yl)benzylidene)valeric acid trifluoroacetate). The solvent is C(C)(=O)OCC (ethyl acetate), O (Water), CN(C)C=O (DMF), C(CCl)Cl (EDC). Conditions: time 1 hour. The product is FC1=C(C=CC=C1F)C(C)NC(C(CCCCl)=CC1=CC(=C(C=C1)N1C=NC(=C1)C)OC)=O (5-chloro-2-(3-methoxy-4-(4-methyl-1H-imidazol-1-yl)benzylidene)valeric acid (1-(2,3-difluorophenyl)ethyl)amide). Reaction SMILES: [F:1][C:2]1[C:7]([F:8])=[CH:6][CH:5]=[CH:4][C:3]=1[CH:9]([NH2:11])[CH3:10].C(N(C(C)C)CC)(C)C.C1C=CC2N(O)N=NC=2C=1.FC(F)(F)C(O)=O.[Cl:38][CH2:39][CH2:40][CH2:41][C:42](=[CH:46][C:47]1[CH:52]=[CH:51][C:50]([N:53]2[CH:57]=[C:56]([CH3:58])[N:55]=[CH:54]2)=[C:49]([O:59][CH3:60])[CH:48]=1)[C:43](O)=[O:44]>CN(C=O)C.C(OCC)(=O)C.O.C(Cl)CCl>[F:1][C:2]1[C:7]([F:8])=[CH:6][CH:5]=[CH:4][C:3]=1[CH:9]([NH:11][C:43](=[O:44])[C:42](=[CH:46][C:47]1[CH:52]=[CH:51][C:50]([N:53]2[CH:57]=[C:56]([CH3:58])[N:55]=[CH:54]2)=[C:49]([O:59][CH3:60])[CH:48]=1)[CH2:41][CH2:40][CH2:39][Cl:38])[CH3:10] |f:3.4|. Procedure: 1-(2,3-difluorophenyl)ethylamine (purity: 72 wt %, 195 mg), IPEA (1 mL), EDC (257 mg) and HOBT (181 mg) were added to a solution of 5-chloro-2-(3-methoxy-4-(4-methyl-1H-imidazol-1-yl)benzylidene)valeric acid trifluoroacetate (200 mg) in DMF (5 mL), and the reaction solution was stirred at room temperature for 1 hour. Water and ethyl acetate were added to the reaction solution and the organic layer was partitioned. The resulting organic layer was dried over anhydrous magnesium sulfate, and the so... Reactants: C(C)(=O)O[C@@H]1CC2=CC[C@H]3[C@@H]4CCC([C@@]4(C)CC[C@@H]3[C@]2(CC1)C)=NO (17-Oximino-5-androsten-3β-yl acetate), [OH-].[K+] (potassium hydroxide). Yields the product N(O)=C1[C@]2(C)[C@@H](CC1)[C@@H]1CC=C3C[C@H](CC[C@]3(C)[C@H]1CC2)O (17-oximino-5-androsten-3β-ol). RXN SMILES: C([O:4][C@H:5]1[CH2:22][CH2:21][C@@:20]2([CH3:23])[C:7](=[CH:8][CH2:9][C@@H:10]3[C@@H:19]2[CH2:18][CH2:17][C@@:15]2([CH3:16])[C@H:11]3[CH2:12][CH2:13][C:14]2=[N:24][OH:25])[CH2:6]1)(=O)C.[OH-].[K+]>>[N:24](=[C:14]1[CH2:13][CH2:12][C@H:11]2[C@H:10]3[C@H:19]([CH2:18][CH2:17][C@:15]12[CH3:16])[C@:20]1([CH3:23])[C:7]([CH2:6][C@@H:5]([OH:4])[CH2:22][CH2:21]1)=[CH:8][CH2:9]3)[OH:25] |f:1.2|. Procedure details: 17-Oximino-5-androsten-3β-yl acetate (8) was hydrolyzed with methanolic potassium hydroxide to get 17-oximino-5-androsten-3β-ol (9). In 1H-NMR spectrum signals for 3α and 6-vinylic protons appeared at δ 4.54 and δ 5.22, respectively. IR spectrum showed disappearance of the stretching due to acetate carbonyl at 1740 cm−1. 17-Oximino-5-androsten-3β-ol (9) was reacted with respective acid and dicyclohexylcarbodiimide (DCC) in anhydrous dichloromethane. The reaction mixture was stirred for 48 hr at ... Reactants: C1CCOC1, COC(=O)CCC(C(N)=O)N1Cc2c(O)cccc2C1=O, OCc1cc(Cl)cc(Cl)c1, CC(C)OC(=O)N=NC(=O)OC(C)C, c1ccc(P(c2ccccc2)c2ccccc2)cc1. Product: COC(=O)CCC(C(N)=O)N1Cc2c(OCc3cc(Cl)cc(Cl)c3)cccc2C1=O. Reaction SMILES: [CH2:65]1[O:66][CH2:67][CH2:68][CH2:69]1.[CH3:20][O:21][C:22]([CH2:23][CH2:24][CH:25]([N:26]1[C:27](=[O:36])[c:28]2[cH:29][cH:30][cH:31][c:32]([OH:35])[c:33]2[CH2:34]1)[C:37]([NH2:38])=[O:39])=[O:40].[Cl:55][c:56]1[cH:57][c:58]([CH2:63][OH:64])[cH:59][c:60]([Cl:62])[cH:61]1.[O:41]=[C:42]([O:43][CH:44]([CH3:45])[CH3:46])[N:47]=[N:48][C:49]([O:50][CH:51]([CH3:52])[CH3:53])=[O:54].[c:1]1([P:2]([c:3]2[cH:4][cH:5][cH:6][cH:7][cH:8]2)[c:9]2[cH:10][cH:11][cH:12][cH:13][cH:14]2)[cH:15][cH:16][cH:17][cH:18][cH:19]1>>[CH3:20][O:21][C:22]([CH2:23][CH2:24][CH:25]([N:26]1[C:27](=[O:36])[c:28]2[cH:29][cH:30][cH:31][c:32]([O:35][CH2:63][c:58]3[cH:57][c:56]([Cl:55])[cH:61][c:60]([Cl:62])[cH:59]3)[c:33]2[CH2:34]1)[C:37]([NH2:38])=[O:39])=[O:40]. Product: ClC1=NC=C2N(C(CCN(C2=N1)CCN1CCOCC1)=O)C (10-chloro-6-methyl-2-(2-morpholin-4-ylethyl)-2,6,9,11-tetrazabicyclo[5.4.0]undeca-7,9,11-trien-5-one). RXN SMILES: [Cl:1][C:2]1[N:3]=[C:4]2[C:10](=[CH:11][N:12]=1)[N:9]([CH3:13])[C:8](=[O:14])[CH2:7][CH2:6][N:5]2[CH2:15][C:16]1C(C)=NOC=1C.Cl.ClCC[N:27]1[CH2:32][CH2:31][O:30][CH2:29][CH2:28]1.[H-].[Na+]>>[Cl:1][C:2]1[N:3]=[C:4]2[C:10]([N:9]([CH3:13])[C:8](=[O:14])[CH2:7][CH2:6][N:5]2[CH2:15][CH2:16][N:27]2[CH2:32][CH2:31][O:30][CH2:29][CH2:28]2)=[CH:11][N:12]=1 |f:1.2,3.4|. Starting materials: ClC=1N=C2N(CCC(N(C2=CN1)C)=O)CC=1C(=NOC1C)C (9-chloro-6-[(3,5-dimethyl-1,2-oxazol-4-yl)methyl]-2-methyl-2,6,8,10-tetrazabicyclo[5.4.0]undeca-7,9,11-trien-3-one), Cl.ClCCN1CCOCC1 (N-(2-chloroethyl)morpholine hydrochloride), [H-].[Na+] (Sodium Hydride), solid. Reported procedure: The title compound was prepared by an analogous method to the preparation of Intermediate 156, on a 0.3 mmol scale, utilising N-(2-chloroethyl)morpholine hydrochloride (Aldrich; 67 mg, 0.36 mmol) and Sodium Hydride (60% mineral oil dispersion; 36 mg, 0.75 mmol), as a solid (95 mg, 97%). Starting materials: C(=O)(OC(C)(C)C)N1CCC(CC1)C1=NC2=NC=CC=C2C=C1 (N-Boc-4-([1,8]-Naphthyridin-2-yl)-piperidine). The reagents and catalysts are [Pd] (Pd/C). The solvent is CCOC(=O)C (EtOAc). Reaction conditions: time 20 hour. Yields the product hexanes EtOAc, C(=O)(OC(C)(C)C)N1CCC(CC1)C1=NC=2NCCCC2C=C1 (N-Boc-4-(5,6,7,8-Tetrahydro-[1,8]-naphthyridin-2-yl)-piperidine). The yield is 70.0%. RXN SMILES: [C:1]([N:8]1[CH2:13][CH2:12][CH:11]([C:14]2[CH:23]=[CH:22][C:21]3[C:16](=[N:17][CH:18]=[CH:19][CH:20]=3)[N:15]=2)[CH2:10][CH2:9]1)([O:3][C:4]([CH3:7])([CH3:6])[CH3:5])=[O:2]>[Pd].CCOC(C)=O>[C:1]([N:8]1[CH2:9][CH2:10][CH:11]([C:14]2[CH:23]=[CH:22][C:21]3[CH2:20][CH2:19][CH2:18][NH:17][C:16]=3[N:15]=2)[CH2:12][CH2:13]1)([O:3][C:4]([CH3:7])([CH3:6])[CH3:5])=[O:2]. Procedure: A mixture of 4-3 (2.6 g, 8.4 mmol), 10% Pd/C (0.52 g), and EtOAc (100 mL) stirred under a hydrogen atmosphere (1 atm) for 20 hrs. The reaction mixture was then filtered through a celite pad and the filtrate concentrated. Flash chromatography (silica, 70% hexanes/EtOAc to EtOAc) gave 4-4 as a colorless oil.